From a dataset of the Open Reaction Database (ORD), a public repository of structured organic reaction records. describe an organic reaction: reactants, conditions, products, and yield Reactants: C1CCOC1, N#CC1=C(C#N)C(=O)C(Cl)=C(Cl)C1=O, O, CC(C)(C)OC(=O)N1CCc2c[nH]c3cccc(c23)C1. Product: CC(C)(C)OC(=O)N1CC(=O)c2c[nH]c3cccc(c23)C1. Reaction SMILES: [CH2:35]1[O:36][CH2:37][CH2:38][CH2:39]1.[Cl:21][C:22]1=[C:33]([Cl:34])[C:32](=[O:29])[C:28]([C:30]#[N:31])=[C:25]([C:26]#[N:27])[C:23]1=[O:24].[OH2:40].[nH:1]1[cH:2][c:3]2[c:4]3[c:5]([cH:6][cH:7][cH:8][c:9]13)[CH2:10][N:11]([C:14](=[O:15])[O:16][C:17]([CH3:18])([CH3:19])[CH3:20])[CH2:12][CH2:13]2>>[nH:1]1[cH:2][c:3]2[c:4]3[c:5]([cH:6][cH:7][cH:8][c:9]13)[CH2:10][N:11]([C:14](=[O:15])[O:16][C:17]([CH3:18])([CH3:19])[CH3:20])[CH2:12][C:13]2=[O:29]. Yield: 73.6%. Solvent: C(Cl)(Cl)(Cl)Cl (carbon tetrachloride). Reported procedure: A mixture of ethyl 2-chloro-3-methylisonicotinate (4.0 g, 20.0 mmol), N-bromosuccinimide (3.7 g, 21.0 mmol), and dibenzoyl peroxide (0.49 g, 2.0 mmol) in carbon tetrachloride (50 mL) is heated at reflux temperature for 2 hours. After cooling to rt, the reaction mixture (suspension) is filtered through a pad of Celite™ (Celite Corporation), and washed with carbon tetrachloride. The filtrate is concentrated to give clear yellow oil. The residue is purified by column chromatography on silica gel el... The product is BrCC1=C(C(=O)OCC)C=CN=C1Cl (Ethyl 3-(bromomethyl)-2-chloroisonicotinate). Starting materials: ClC=1C(=C(C(=O)OCC)C=CN1)C (ethyl 2-chloro-3-methylisonicotinate), BrN1C(CCC1=O)=O (N-bromosuccinimide), C(C1=CC=CC=C1)(=O)OOC(C1=CC=CC=C1)=O (dibenzoyl peroxide). RXN SMILES: [Cl:1][C:2]1[C:3]([CH3:13])=[C:4]([CH:10]=[CH:11][N:12]=1)[C:5]([O:7][CH2:8][CH3:9])=[O:6].[Br:14]N1C(=O)CCC1=O.C(OOC(=O)C1C=CC=CC=1)(=O)C1C=CC=CC=1>C(Cl)(Cl)(Cl)Cl>[Br:14][CH2:13][C:3]1[C:2]([Cl:1])=[N:12][CH:11]=[CH:10][C:4]=1[C:5]([O:7][CH2:8][CH3:9])=[O:6].